The task is: describe an organic reaction: reactants, conditions, products, and yield. This data is from the Open Reaction Database (ORD), a public repository of structured organic reaction records. Reactants: [K].C(C)(C)C1=CC=C(C=C1)S(=O)(=O)NC(C(OC1=C(C=C(C=C1)C(=O)OC)CCC)C1=CC2=C(C=C1)OCO2)=O (N-(4-iso-propylbenzenesulfonyl)-α-(4-carbomethoxy-2-n-propylphenoxy)-3,4-methylenedioxyphenylacetamide potassium salt), [OH-].[K+] (KOH), C(Cl)Cl (CH2Cl2), [NH4+].[OH-] (NH4OH), ester. The solvent is CO (methanol), O (water), CO (MeOH). Run at temperature 60 celsius. The product is [K].[K].C(C)(C)C1=CC=C(C=C1)S(=O)(=O)NC(C(OC1=C(C=C(C=C1)C(=O)O)CCC)C1=CC2=C(C=C1)OCO2)=O (N-(4-iso-propylbenzenesulfonyl)-α-(4-carboxy-2-n-propylphenoxy)-3,4 -methylenedioxyphenylacetamide dipotassium salt). Isolated yield 173.6%. As a reaction SMILES: [K:1].[CH:2]([C:5]1[CH:10]=[CH:9][C:8]([S:11]([NH:14][C:15](=[O:40])[CH:16]([C:31]2[CH:36]=[CH:35][C:34]3[O:37][CH2:38][O:39][C:33]=3[CH:32]=2)[O:17][C:18]2[CH:23]=[CH:22][C:21]([C:24]([O:26]C)=[O:25])=[CH:20][C:19]=2[CH2:28][CH2:29][CH3:30])(=[O:13])=[O:12])=[CH:7][CH:6]=1)([CH3:4])[CH3:3].[OH-].[K+].C(Cl)Cl.[NH4+].[OH-]>CO.O>[K:1].[K:1].[CH:2]([C:5]1[CH:6]=[CH:7][C:8]([S:11]([NH:14][C:15](=[O:40])[CH:16]([C:31]2[CH:36]=[CH:35][C:34]3[O:37][CH2:38][O:39][C:33]=3[CH:32]=2)[O:17][C:18]2[CH:23]=[CH:22][C:21]([C:24]([OH:26])=[O:25])=[CH:20][C:19]=2[CH2:28][CH2:29][CH3:30])(=[O:12])=[O:13])=[CH:9][CH:10]=1)([CH3:3])[CH3:4] |f:0.1,2.3,5.6,9.10.11,^1:0,50,51|. Procedure: A mixture of 204 g (0.345 mol) of the product of Example 139, 420 mL of 1.0N KOH in methanol and 500 mL of water was stirred at 60° C. under a nitrogen atmosphere. After 3 hours TLC analysis (90:10:1 CH2Cl2 --MeOH--NH4OH) indicated that ester hydrolysis was complete. The reaction mixture was cool slightly, then concentrated on a rotary evaporator to a weight of 500 g. 2.5 L of isopropanol was added and the solution reconcentrated to an oil. The residue was flushed with an additional 2-3 L of iso... Reactants: [Li]C(C)(C)C, C1CCOC1, CCCCC, O=Cc1cccc(F)c1, Cc1ccc(S(=O)(=O)Oc2cccc(-c3cnc4c(c3)c(I)cn4S(=O)(=O)c3ccc(C)cc3)c2)cc1. Yields the product Cc1ccc(S(=O)(=O)Oc2cccc(-c3cnc4c(c3)c(C(O)c3cccc(F)c3)cn4S(=O)(=O)c3ccc(C)cc3)c2)cc1. Reaction SMILES: [C:38]([Li:39])([CH3:40])([CH3:41])[CH3:42].[CH2:52]1[O:53][CH2:54][CH2:55][CH2:56]1.[CH3:57][CH2:58][CH2:59][CH2:60][CH3:61].[F:43][c:44]1[cH:45][c:46]([CH:47]=[O:48])[cH:49][cH:50][cH:51]1.[I:1][c:2]1[cH:3][n:4]([S:28](=[O:29])(=[O:30])[c:31]2[cH:32][cH:33][c:34]([CH3:37])[cH:35][cH:36]2)[c:5]2[n:6][cH:7][c:8](-[c:11]3[cH:12][c:13]([O:17][S:18](=[O:19])(=[O:20])[c:21]4[cH:22][cH:23][c:24]([CH3:27])[cH:25][cH:26]4)[cH:14][cH:15][cH:16]3)[cH:9][c:10]12>>[c:2]1([CH:47]([c:46]2[cH:45][c:44]([F:43])[cH:51][cH:50][cH:49]2)[OH:48])[cH:3][n:4]([S:28](=[O:29])(=[O:30])[c:31]2[cH:32][cH:33][c:34]([CH3:37])[cH:35][cH:36]2)[c:5]2[n:6][cH:7][c:8](-[c:11]3[cH:12][c:13]([O:17][S:18](=[O:19])(=[O:20])[c:21]4[cH:22][cH:23][c:24]([CH3:27])[cH:25][cH:26]4)[cH:14][cH:15][cH:16]3)[cH:9][c:10]12. Starting materials: [OH-].[Na+] (NaOH), N1=C(C=C(C2=CC=CC=C12)O)O (2,4-quinolinediol), C1NCCC2=CC=CC=C12 (1,2,3,4-tetrahydroisoquinoline), O=P(Cl)(Cl)Cl (POCl3). Run in C(Cl)Cl (CH2Cl2), CO (MeOH). Conditions: temperature 200 celsius, time 30 minute. Yields the product ClC1=NC2=CC=CC=C2C(=C1)N1CC2=CC=CC=C2CC1 (2-chloro-4-(3,4-dihydro-1H-isoquinolin-2-yl)-quinoline). The yield is 5.0%. As a reaction SMILES: [N:1]1[C:10]2[C:5](=[CH:6][CH:7]=[CH:8][CH:9]=2)[C:4](O)=[CH:3][C:2]=1O.[CH2:13]1[C:22]2[C:17](=[CH:18][CH:19]=[CH:20][CH:21]=2)[CH2:16][CH2:15][NH:14]1.O=P(Cl)(Cl)[Cl:25].[OH-].[Na+]>CO.C(Cl)Cl>[Cl:25][C:2]1[CH:3]=[C:4]([N:14]2[CH2:15][CH2:16][C:17]3[C:22](=[CH:21][CH:20]=[CH:19][CH:18]=3)[CH2:13]2)[C:5]2[C:10](=[CH:9][CH:8]=[CH:7][CH:6]=2)[N:1]=1 |f:3.4|. Procedure: A mixture of 2,4-quinolinediol (1 g, 6.2 mmol) and 1,2,3,4-tetrahydroisoquinoline (1.57 ml, 12.4 mmol) was heated overnight under argon at 200° C. Reaction mixture was cooled to room temperature, diluted with MeOH, stirred for 30 min. and filtered. The solid obtained was refluxed overnight in the presence of POCl3 (3 ml). The reaction mixture was cooled to room temperature and poured into a 0° C. stirring mixture of 5N NaOH (50 ml) and CH2Cl2 (50 ml). After 15 min., aqueous phase was extracted w... Conditions: time 3 hour. Reactants: N12CC(C(CC1)CC2)C(=O)OC (methyl quinuclidine-3-carboxylate), O (water), [H-].[Al+3].[Li+].[H-].[H-].[H-] (lithium aluminum hydride), [Li] (lithium). Yields the product N12CC(C(CC1)CC2)CO (quinuclidine-3-methanol). Procedure: 90 g (2.37 mole) of lithium aluminum hydride in 200 ml of diethyl ether were slowly added with stirring to a solution of 231 g (1.37 mole) of methyl quinuclidine-3-carboxylate of Example 4 in 1,000 ml of diethyl ether. Reflux was continued for 3 hours and the excess lithium alanate was carefully decomposed with 500 ml of water with proper cooling. The reaction mixture was filtered and after separation of the phases, the ether phase was dried over magnesium sulfate. Thereafter, the ether was dist... Reaction SMILES: [H-].[Al+3].[Li+].[H-].[H-].[H-].[N:7]12[CH2:14][CH2:13][CH:10]([CH2:11][CH2:12]1)[CH:9]([C:15](OC)=[O:16])[CH2:8]2.[Li].O>C(OCC)C>[N:7]12[CH2:14][CH2:13][CH:10]([CH2:11][CH2:12]1)[CH:9]([CH2:15][OH:16])[CH2:8]2 |f:0.1.2.3.4.5,^1:18|. The yield is 59.9%. The solvent is C(C)OCC (diethyl ether), C(C)OCC (diethyl ether). Starting materials: CCC=C(CCC)c1c(CC)nc2n1CCN2c1c(C)cc(C)cc1C, CC(=O)O, CO, C1CCOC1. Product: CCCC(CCC)c1c(CC)nc2n1CCN2c1c(C)cc(C)cc1C. Reaction SMILES: [CH2:1]([CH3:2])[c:3]1[n:4][c:5]2[n:6]([c:19]1[C:20](=[CH:21][CH2:22][CH3:23])[CH2:24][CH2:25][CH3:26])[CH2:7][CH2:8][N:9]2[c:10]1[c:11]([CH3:18])[cH:12][c:13]([CH3:17])[cH:14][c:15]1[CH3:16].[CH3:27][C:28](=[O:29])[OH:30].[CH3:31][OH:32].[O:33]1[CH2:34][CH2:35][CH2:36][CH2:37]1>>[CH2:1]([CH3:2])[c:3]1[n:4][c:5]2[n:6]([c:19]1[CH:20]([CH2:21][CH2:22][CH3:23])[CH2:24][CH2:25][CH3:26])[CH2:7][CH2:8][N:9]2[c:10]1[c:11]([CH3:18])[cH:12][c:13]([CH3:17])[cH:14][c:15]1[CH3:16].